From a dataset of the Open Reaction Database (ORD), a public repository of structured organic reaction records. describe an organic reaction: reactants, conditions, products, and yield Starting materials: NC1=CC=C(OC2=C(C(=NC=C2)N)C#C)C=C1 (4-(4-Aminophenoxy)-3-(1-ethynyl)-2-pyridineamine), FC1=CC=C(C=C1)N=C=O (parafluorophenyl isocyanate), O1CCCC1 (tetrahydrofuran). Solvent: O (Water). Product: NC1=NC=CC(=C1C#C)OC1=CC=C(C=C1)NC(=O)NC1=CC=C(C=C1)F (N-(4-{[2-Amino-3-(1-ethynyl)-4-pyridyl]oxy}phenyl)-N′-(4-fluorophenyl)urea). RXN SMILES: [NH2:1][C:2]1[CH:17]=[CH:16][C:5]([O:6][C:7]2[CH:12]=[CH:11][N:10]=[C:9]([NH2:13])[C:8]=2[C:14]#[CH:15])=[CH:4][CH:3]=1.[F:18][C:19]1[CH:24]=[CH:23][C:22]([N:25]=[C:26]=[O:27])=[CH:21][CH:20]=1.O1CCCC1>O>[NH2:13][C:9]1[C:8]([C:14]#[CH:15])=[C:7]([O:6][C:5]2[CH:16]=[CH:17][C:2]([NH:1][C:26]([NH:25][C:22]3[CH:23]=[CH:24][C:19]([F:18])=[CH:20][CH:21]=3)=[O:27])=[CH:3][CH:4]=2)[CH:12]=[CH:11][N:10]=1. Reported procedure: 4-(4-Aminophenoxy)-3-(1-ethynyl)-2-pyridineamine (260 mg), parafluorophenyl isocyanate (0.13 ml) and tetrahydrofuran (5 ml) were stirred at room temperature for 20 hours. Water was added to the reaction solution, the tetrahydrofuran was distilled off, and then a small amount of ethyl acetate was added and the precipitated solid was filtered off to obtain 20 mg of a light brown solid.